Task: describe an organic reaction: reactants, conditions, products, and yield. Dataset: the Open Reaction Database (ORD), a public repository of structured organic reaction records Reactants: ClC(C1=C(C=CC(=C1)OCC=1C=C(C=CC1)C(CC(=O)OCC)C1CC1)C1=C(C=CC(=C1)OC)F)C1(CCCC1)C (ethyl 3-(3-(((2-(chloro(1-methylcyclopentyl)methyl)-2′-fluoro-5′-methoxybiphenyl-4-yl)oxy)methyl)phenyl)-3-cyclopropylpropanoate), 2,2-azobisbutyronitrile, C(CCC)[SnH](CCCC)CCCC (tributyltin hydride). Solvent: C1(=CC=CC=C1)C (toluene). Conditions: temperature 100 celsius, time 2 hour. Yields the product C1(CC1)C(CC(=O)OCC)C1=CC(=CC=C1)COC1=CC(=C(C=C1)C1=C(C=CC(=C1)OC)F)CC1(CCCC1)C (ethyl 3-cyclopropyl-3-(3-(((2′-fluoro-5′-methoxy-2-((1-methylcyclopentyl)methyl)biphenyl-4-yl)oxy)methyl)phenyl)propanoate). Yield: 37.0%. Reaction SMILES: Cl[CH:2]([C:36]1([CH3:41])[CH2:40][CH2:39][CH2:38][CH2:37]1)[C:3]1[CH:8]=[C:7]([O:9][CH2:10][C:11]2[CH:12]=[C:13]([CH:17]([CH:24]3[CH2:26][CH2:25]3)[CH2:18][C:19]([O:21][CH2:22][CH3:23])=[O:20])[CH:14]=[CH:15][CH:16]=2)[CH:6]=[CH:5][C:4]=1[C:27]1[CH:32]=[C:31]([O:33][CH3:34])[CH:30]=[CH:29][C:28]=1[F:35].C([SnH](CCCC)CCCC)CCC>C1(C)C=CC=CC=1>[CH:24]1([CH:17]([C:13]2[CH:14]=[CH:15][CH:16]=[C:11]([CH2:10][O:9][C:7]3[CH:6]=[CH:5][C:4]([C:27]4[CH:32]=[C:31]([O:33][CH3:34])[CH:30]=[CH:29][C:28]=4[F:35])=[C:3]([CH2:2][C:36]4([CH3:41])[CH2:40][CH2:39][CH2:38][CH2:37]4)[CH:8]=3)[CH:12]=2)[CH2:18][C:19]([O:21][CH2:22][CH3:23])=[O:20])[CH2:25][CH2:26]1. Procedure details: To a solution of ethyl 3-(3-(((2-(chloro(1-methylcyclopentyl)methyl)-2′-fluoro-5′-methoxybiphenyl-4-yl)oxy)methyl)phenyl)-3-cyclopropylpropanoate (92 mg) and 2,2-azobisbutyronitrile (3 mg) in toluene (3 mL) was added tributyltin hydride (0.13 mL), and the mixture was stirred at 100° C. for 2 hr. The solvent was evaporated under reduced pressure, and the residue was purified by silica gel column chromatography (ethyl acetate/hexane) to give the title compound (32 mg) as a colorless oil. The reactants are CC1=NC=C(C(=O)OCC)C=C1 (ethyl 6-methylnicotinate), OO (hydrogen peroxide). Solvent: C(C)(=O)O (acetic acid). Reaction conditions: temperature 80 celsius, time 16 hour. Product: C(C)OC(=O)C=1C=CC(=[N+](C1)[O-])C (5-ethoxycarbonyl-2-methyl pyridine-1-oxide). As a reaction SMILES: [CH3:1][C:2]1[CH:12]=[CH:11][C:5]([C:6]([O:8][CH2:9][CH3:10])=[O:7])=[CH:4][N:3]=1.[OH:13]O>C(O)(=O)C>[CH2:9]([O:8][C:6]([C:5]1[CH:11]=[CH:12][C:2]([CH3:1])=[N+:3]([O-:13])[CH:4]=1)=[O:7])[CH3:10]. Reported procedure: A mixture of 14.9 g of ethyl 6-methylnicotinate, 60 ml of acetic acid and 21.5 ml of 30% hydrogen peroxide was stirred at 80° C. for 16 hours, the reaction liquid was concentrated under a reduced pressure, water was added to the concentrate, and the mixture was extracted with chloroform. The chloroform layer was washed with an aqueous solution of potassium carbonate and dried over anhydrous potassium carbonate, and the solvent was removed under a reduced pressure to obtain 14.0 g of 5-ethoxycarb... Starting materials: BrC=1C=C2COC(=O)C2=CC1 (5-bromphthalide), [Cl-].[NH4+] (ammonium chloride), ClC1=CC=C(C=C1)Br (p-chlorobromobenzene), [Mg] (magnesium). Solvent: O1CCCC1 (tetrahydrofuran), CCOCC (ether). Run at time 3 hour. Yields the product OCC1=C(C(=O)C2=CC=C(C=C2)Cl)C=CC(=C1)Br (2-hydroxymethyl-4-bromo-4'-chloro-benzophenone). The yield is 98.3%. As a reaction SMILES: [Cl:1][C:2]1[CH:7]=[CH:6][C:5](Br)=[CH:4][CH:3]=1.[Mg].[Br:10][C:11]1[CH:12]=[C:13]2[C:18](=[CH:19][CH:20]=1)[C:16](=[O:17])[O:15][CH2:14]2.[Cl-].[NH4+]>CCOCC.O1CCCC1>[OH:15][CH2:14][C:13]1[CH:12]=[C:11]([Br:10])[CH:20]=[CH:19][C:18]=1[C:16]([C:5]1[CH:6]=[CH:7][C:2]([Cl:1])=[CH:3][CH:4]=1)=[O:17] |f:3.4|. Reported procedure: A Grignard-solution prepared from 220 grams (1.15 mol) of p-chlorobromobenzene and 29 grams of magnesium turnings (1.2 mol) in 1500 milliliters of dry ether was added dropwise in the course of one hour to a suspension of 213 grams of 5-bromphthalide (1 mol) in 1500 milliliters of dry tetrahydrofuran. The temperature was not allowed to rise over 10 degrees Centigrade. After the addition was completed the reaction mixture was stirred for three hours at room temperature. The mixture was then poured...